Dataset: the Open Reaction Database (ORD), a public repository of structured organic reaction records. Task: describe an organic reaction: reactants, conditions, products, and yield Product: COC1(OC)SC=C(C)NC1=O. Reactants: O=C([O-])[O-], COC1SC=C(C)NC1=O, CO, O=C(OO)c1cccc(Cl)c1, [K+], [K+]. RXN SMILES: [C:22](=[O:23])([O-:24])[O-:25].[CH3:12][O:13][CH:14]1[S:15][CH:16]=[C:17]([CH3:21])[NH:18][C:19]1=[O:20].[CH3:28][OH:29].[Cl:1][c:2]1[cH:3][cH:4][cH:5][c:6]([C:8]([O:7][OH:10])=[O:9])[cH:11]1.[K+:26].[K+:27]>>[CH3:8][O:9][C:14]1([O:13][CH3:12])[S:15][CH:16]=[C:17]([CH3:21])[NH:18][C:19]1=[O:20].